This data is from the Open Reaction Database (ORD), a public repository of structured organic reaction records. The task is: describe an organic reaction: reactants, conditions, products, and yield The reactants are ClC1=CC=2N=CNC(C2S1)=O (6-chlorothieno[3,2-d]pyrimidin-4(3H)-one), C[O-].[Na+] (sodium methoxide), CO[C@H]1[C@@H](N(CCC1)C(=O)OCC=C)CC(CBr)=O (allyl trans-3-methoxy-2-(3-bromo-2-oxopropyl)-1-piperidinecarboxylate). The solvent is CO (methanol), CO (methanol). Reaction conditions: time 8 hour. Yields the product ClC1=CC=2N=CN(C(C2S1)=O)CC(C[C@@H]1N(CCC[C@H]1OC)C(=O)OCC=C)=O (Allyl trans-2-[3-(6-chloro-3,4-dihydro-4-oxothieno[3,2-d]pyrimidin-3-yl)-2-oxopropyl]-3-methoxy-1-piperidinecarboxylate). Reaction SMILES: [Cl:1][C:2]1[S:10][C:9]2[C:8](=[O:11])[NH:7][CH:6]=[N:5][C:4]=2[CH:3]=1.C[O-].[Na+].[CH3:15][O:16][C@@H:17]1[CH2:22][CH2:21][CH2:20][N:19]([C:23]([O:25][CH2:26][CH:27]=[CH2:28])=[O:24])[C@H:18]1[CH2:29][C:30](=[O:33])[CH2:31]Br>CO>[Cl:1][C:2]1[S:10][C:9]2[C:8](=[O:11])[N:7]([CH2:31][C:30](=[O:33])[CH2:29][C@H:18]3[C@H:17]([O:16][CH3:15])[CH2:22][CH2:21][CH2:20][N:19]3[C:23]([O:25][CH2:26][CH:27]=[CH2:28])=[O:24])[CH:6]=[N:5][C:4]=2[CH:3]=1 |f:1.2|. Procedure details: Under a nitrogen atmosphere in a flame dried flask and with magnetic stirring, a solution of 0.80 g (0.0043 mole) of 6-chlorothieno[3,2-d]pyrimidin-4(3H)-one, 3.52 ml of 1.22N sodium methoxide in methanol, and 20 ml of methanol was treated with 1.86 g (0.0056 mole) of allyl trans-3-methoxy-2-(3-bromo-2-oxopropyl)-1-piperidinecarboxylate. The reaction mixture was stirred overnight at room temperature, and was then evaporated under reduced pressure. The residue was taken up in 25 ml of 0.1N aqueou... Procedure: A mixture of 2,4,5-trichloropyrimidine (49.3 mg, 0.269 mmol), 2-fluoro-6-(4,4,5,5-tetramethyl-1,3,2-dioxaborolan-2-yl)pyridine (50 mg, 0.224 mmol), PdCl2(dppf).CH2Cl2 adduct (18.31 mg, 0.022 mmol), DME (0.7 ml), and 2M sodium carbonate (0.247 ml, 0.493 mmol) reaction mixture was stirred at about 80° C. until the reaction mixture was complete, as indicated by LCMS. The reaction mixture was cooled, diluted with 5 ml of ethyl acetate and 1 ml of methanol, filtered and concentrated to yield a crude ... The solvent is C(C)(=O)OCC (ethyl acetate), CO (methanol), COCCOC (DME). Run at temperature 80 celsius. Yields the product ClC1=NC=C(C(=N1)C1=NC(=CC=C1)F)Cl (2,5-dichloro-4-(6-fluoropyridin-2-yl)pyrimidine). RXN SMILES: [Cl:1][C:2]1[N:7]=[C:6](Cl)[C:5]([Cl:9])=[CH:4][N:3]=1.[F:10][C:11]1[CH:16]=[CH:15][CH:14]=[C:13](B2OC(C)(C)C(C)(C)O2)[N:12]=1.C(Cl)Cl.C(=O)([O-])[O-].[Na+].[Na+]>C(OCC)(=O)C.CO.C1C=CC(P(C2C=CC=CC=2)[C-]2C=CC=C2)=CC=1.C1C=CC(P(C2C=CC=CC=2)[C-]2C=CC=C2)=CC=1.Cl[Pd]Cl.[Fe+2].COCCOC>[Cl:1][C:2]1[N:7]=[C:6]([C:13]2[CH:14]=[CH:15][CH:16]=[C:11]([F:10])[N:12]=2)[C:5]([Cl:9])=[CH:4][N:3]=1 |f:3.4.5,8.9.10.11|. The reagents and catalysts are C1=CC=C(C=C1)P([C-]2C=CC=C2)C3=CC=CC=C3.C1=CC=C(C=C1)P([C-]2C=CC=C2)C3=CC=CC=C3.Cl[Pd]Cl.[Fe+2] (PdCl2(dppf)). Starting materials: ClC1=NC=C(C(=N1)Cl)Cl (2,4,5-trichloropyrimidine), FC1=NC(=CC=C1)B1OC(C(O1)(C)C)(C)C (2-fluoro-6-(4,4,5,5-tetramethyl-1,3,2-dioxaborolan-2-yl)pyridine), C(Cl)Cl (CH2Cl2), C([O-])([O-])=O.[Na+].[Na+] (sodium carbonate). The yield is 72.3%. The reactants are C(C)(C)(C)OC(=O)NC1=NC=CC(=C1)CC(=O)C1=CC(=CC=C1)C (2-(2-tert-Butoxycarbonylamino-4-pyridyl)-1-(3-methylphenyl)ethanone), [OH-].[Na+] (sodium hydroxide). The solvent is Cl (hydrochloric acid). Reaction conditions: temperature 100 celsius, time 2 hour. The product is NC1=NC=CC(=C1)CC(=O)C1=CC(=CC=C1)C (2-(2-amino-4-pyridyl)-1-(3-methylphenyl)ethanone). The yield is 84.1%. As a reaction SMILES: C(OC([NH:8][C:9]1[CH:14]=[C:13]([CH2:15][C:16]([C:18]2[CH:23]=[CH:22][CH:21]=[C:20]([CH3:24])[CH:19]=2)=[O:17])[CH:12]=[CH:11][N:10]=1)=O)(C)(C)C.[OH-].[Na+]>Cl>[NH2:8][C:9]1[CH:14]=[C:13]([CH2:15][C:16]([C:18]2[CH:23]=[CH:22][CH:21]=[C:20]([CH3:24])[CH:19]=2)=[O:17])[CH:12]=[CH:11][N:10]=1 |f:1.2|. Procedure: 2-(2-tert-Butoxycarbonylamino-4-pyridyl)-1-(3-methylphenyl)ethanone (50.0 g, 0.153 mol) was added to 2N-hydrochloric acid (260 mL) and the mixture was stirred at 100° C. for 2 hrs. The reaction mixture was neutralized with aqueous sodium hydroxide solution and extracted with ethyl acetate. The extract was dried and concentrated. The crude crystals were washed with isopropyl ether to give the title compound (29.1 g, yield 84%). Reactants: ClC=1C=C(C=NC1)C1=NC(=CC2=C1N(C(=N2)C(C)(O)C2=NC=CC=C2F)C[C@@H]2CC[C@H](CC2)C)C#N (4-(5-chloropyridin-3-yl)-2-[(1RS)-1-(3-fluoropyridin-2-yl)-1-hydroxyethyl]-3-[(trans-4-methylcyclohexyl)methyl]-3H-imidazo[4,5-c]pyridine-6-carbonitrile), CCN(CC)S(F)(F)F (DAST). The solvent is C(Cl)Cl (CH2Cl2). Run at time 1 hour. Product: ClC=1C=C(C=NC1)C1=NC(=CC2=C1N(C(=N2)C(C)(C2=NC=CC=C2F)F)C[C@@H]2CC[C@H](CC2)C)C#N (4-(5-chloropyridin-3-yl)-2-[(1RS)-1-fluoro-1-(3-fluoropyridin-2-yl)ethyl]-3-[(trans-4-methylcyclohexyl)methyl]-3H-imidazo[4,5-c]pyridine-6-carbonitrile). Reaction SMILES: [Cl:1][C:2]1[CH:3]=[C:4]([C:8]2[C:13]3[N:14]([CH2:27][C@H:28]4[CH2:33][CH2:32][C@H:31]([CH3:34])[CH2:30][CH2:29]4)[C:15]([C:17]([C:20]4[C:25]([F:26])=[CH:24][CH:23]=[CH:22][N:21]=4)(O)[CH3:18])=[N:16][C:12]=3[CH:11]=[C:10]([C:35]#[N:36])[N:9]=2)[CH:5]=[N:6][CH:7]=1.CCN(S(F)(F)[F:43])CC>C(Cl)Cl>[Cl:1][C:2]1[CH:3]=[C:4]([C:8]2[C:13]3[N:14]([CH2:27][C@H:28]4[CH2:33][CH2:32][C@H:31]([CH3:34])[CH2:30][CH2:29]4)[C:15]([C:17]([F:43])([C:20]4[C:25]([F:26])=[CH:24][CH:23]=[CH:22][N:21]=4)[CH3:18])=[N:16][C:12]=3[CH:11]=[C:10]([C:35]#[N:36])[N:9]=2)[CH:5]=[N:6][CH:7]=1. Procedure: To a solution of 4-(5-chloropyridin-3-yl)-2-[(1RS)-1-(3-fluoropyridin-2-yl)-1-hydroxyethyl]-3-[(trans-4-methylcyclohexyl)methyl]-3H-imidazo[4,5-c]pyridine-6-carbonitrile (156 mg, 0.31 mmol) in CH2Cl2 (10.0 mL) at −40° C. under a nitrogen atmosphere was added DAST (0.08 mL, 0.22 mmol), and the resulting solution was stirred at this temperature for 1 hour. The reaction mixture was then quenched with a saturated aqueous solution of NaHCO3 (5 mL) and extracted with CH2Cl2 (2×15 mL). The combined org... Reactants: CC(C)(C)c1ccccc1N, O=C([O-])[O-], CC[N+](CC)(CC)CC, CC1OCC(CCl)O1, [Cl-], [K+], [K+]. The product is CC1OCC(CNc2ccccc2C(C)(C)C)O1. As a reaction SMILES: [C:1]([CH3:2])([CH3:3])([CH3:4])[c:5]1[c:6]([NH2:7])[cH:8][cH:9][cH:10][cH:11]1.[C:20](=[O:21])([O-:22])[O-:23].[CH2:27]([N+:28]([CH2:29][CH3:30])([CH2:31][CH3:32])[CH2:33][CH3:34])[CH3:35].[CH3:12][CH:13]1[O:14][CH:15]([CH2:18][Cl:19])[CH2:16][O:17]1.[Cl-:26].[K+:24].[K+:25]>>[C:1]([CH3:2])([CH3:3])([CH3:4])[c:5]1[c:6]([NH:7][CH2:18][CH:15]2[O:14][CH:13]([CH3:12])[O:17][CH2:16]2)[cH:8][cH:9][cH:10][cH:11]1. Starting materials: O=C(O)c1c([N+](=O)[O-])ccc2c1OCO2, CCO, CCOC(OCC)OCC. Product: CCOC(=O)c1c([N+](=O)[O-])ccc2c1OCO2. RXN SMILES: [CH2:1]1[O:2][c:3]2[c:4]([C:5](=[O:6])[OH:7])[c:8]([N+:13](=[O:14])[O-:15])[cH:9][cH:10][c:11]2[O:12]1.[CH3:26][CH2:27][OH:28].[CH:16]([O:17][CH2:20][CH3:21])([O:22][CH2:23][CH3:24])[O:25][CH2:18][CH3:19]>>[CH2:1]1[O:2][c:3]2[c:4]([C:5](=[O:6])[O:7][CH2:18][CH3:19])[c:8]([N+:13](=[O:14])[O-:15])[cH:9][cH:10][c:11]2[O:12]1. Starting materials: C(CC)N1C=NC=C1CS(=O)C1=CC=C(N)C=C1 ((−)-4-(((1-propylimidazol-5-yl)methyl)sulfinyl)aniline), C(CCC)OCCOC1=CC=C(C=C1)C=1C=CC2=C(C=C(CCCN2C2=CC=CC=C2)C(=O)O)C1 (8-(4-(2-butoxyethoxy)phenyl)-1-phenyl-1,2,3,4-tetrahydro-1-benzoazocine-5-carboxylic acid), CN(C)C=O (DMF), C(C(=O)Cl)(=O)Cl (oxalyl chloride). Solvent: O1CCCC1 (tetrahydrofuran), C(C)N(CC)CC (triethylamine), O1CCCC1 (tetrahydrofuran), O (water). Reaction conditions: time 1 hour. The product is C(CCC)OCCOC1=CC=C(C=C1)C=1C=CC2=C(C=C(CCCN2C2=CC=CC=C2)C(=O)NC2=CC=C(C=C2)S(=O)CC2=CN=CN2CCC)C1 (8-[4-(2-butoxyethoxy)phenyl]-1-phenyl-N-[4-[[[1-propylimidazol-5-yl]methyl]sulfinyl]phenyl]-1,2,3,4-tetrahydro-1-benzoazocine-5-carboxamide). Reaction SMILES: [CH2:1]([O:5][CH2:6][CH2:7][O:8][C:9]1[CH:14]=[CH:13][C:12]([C:15]2[CH:16]=[CH:17][C:18]3[N:25]([C:26]4[CH:31]=[CH:30][CH:29]=[CH:28][CH:27]=4)[CH2:24][CH2:23][CH2:22][C:21]([C:32](O)=[O:33])=[CH:20][C:19]=3[CH:35]=2)=[CH:11][CH:10]=1)[CH2:2][CH2:3][CH3:4].CN(C=O)C.C(Cl)(=O)C(Cl)=O.[CH2:47]([N:50]1[C:54]([CH2:55][S:56]([C:58]2[CH:64]=[CH:63][C:61]([NH2:62])=[CH:60][CH:59]=2)=[O:57])=[CH:53][N:52]=[CH:51]1)[CH2:48][CH3:49]>O1CCCC1.O.C(N(CC)CC)C>[CH2:1]([O:5][CH2:6][CH2:7][O:8][C:9]1[CH:10]=[CH:11][C:12]([C:15]2[CH:16]=[CH:17][C:18]3[N:25]([C:26]4[CH:31]=[CH:30][CH:29]=[CH:28][CH:27]=4)[CH2:24][CH2:23][CH2:22][C:21]([C:32]([NH:62][C:61]4[CH:60]=[CH:59][C:58]([S:56]([CH2:55][C:54]5[N:50]([CH2:47][CH2:48][CH3:49])[CH:51]=[N:52][CH:53]=5)=[O:57])=[CH:64][CH:63]=4)=[O:33])=[CH:20][C:19]=3[CH:35]=2)=[CH:13][CH:14]=1)[CH2:2][CH2:3][CH3:4]. Procedure details: (−)-4-(((1-Propylimidazol-5-yl)methyl)sulfinyl)aniline di-p-toluoyl-D-tartarate monohydrate (368 mg) was dissolved in ethyl acetate (5 ml) and 1N hydrochloric acid (1.87 ml), followed by separation. To the aqueous layer was added an aqueous 25% potassium carbonate solution (1.87 ml) was added, followed by extraction with 2-propanol-ethyl acetate (1:4). The organic layers were washed with saturated brine, dried with magnesium sulfate, and the solvent was distilled off under reduced pressure. To t...